Dataset: the Open Reaction Database (ORD), a public repository of structured organic reaction records. Task: describe an organic reaction: reactants, conditions, products, and yield Isolated yield 85.1%. Starting materials: C(C)(C)(C)OC(NC(C)C1=CC2=CC=CC=C2[C@@H](C1)C1=CC(=C(C=C1)Cl)Cl)=O (tert-butyl-1-((S)-4-(3,4-dichlorophenyl)-3,4-dihydronaphthalen-2-yl)ethylcarbamate), C(=O)(C(F)(F)F)O (TFA). Reaction SMILES: C(OC(=O)[NH:7][CH:8]([C:10]1[CH2:19][C@@H:18]([C:20]2[CH:25]=[CH:24][C:23]([Cl:26])=[C:22]([Cl:27])[CH:21]=2)[C:17]2[C:12](=[CH:13][CH:14]=[CH:15][CH:16]=2)[CH:11]=1)[CH3:9])(C)(C)C.C(O)(C(F)(F)F)=O>C(Cl)Cl>[Cl:27][C:22]1[CH:21]=[C:20]([C@H:18]2[C:17]3[C:12](=[CH:13][CH:14]=[CH:15][CH:16]=3)[CH:11]=[C:10]([CH:8]([NH2:7])[CH3:9])[CH2:19]2)[CH:25]=[CH:24][C:23]=1[Cl:26]. Procedure: To a solution of tert-butyl-1-((S)-4-(3,4-dichlorophenyl)-3,4-dihydronaphthalen-2-yl)ethylcarbamate 49b (100 mg, 0.24 mmol) in CH2Cl2 (5 mL) was added TFA (5 mL). The reaction mixture was stirred for 2 h before being concentrated. The residue was subjected reverse phase column chromatography (CH3CN/H2O/0.1% Formic acid=5% to 100%) to give 1-((S)-4-(3,4-dichlorophenyl)-3,4-dihydronaphthalen-2-yl)ethanamine 45 (65 mg, 85%). 1H NMR (400 MHz, CDCl3) δ 7.33 (d, J=8.0 Hz, 1 H), 7.23 (d, J=2.4 Hz, 1 H)... Solvent: C(Cl)Cl (CH2Cl2). Run at time 2 hour. Product: ClC=1C=C(C=CC1Cl)[C@@H]1CC(=CC2=CC=CC=C12)C(C)N (1-((S)-4-(3,4-dichlorophenyl)-3,4-dihydronaphthalen-2-yl)ethanamine). The reactants are CNS(=O)(=O)Cl (N-Methylsulfamoyl chloride), ClC1=CC=C2C(=CC=NC2=C1N)OC (7-chloro-4-methoxy-quinolin-8-ylamine), CNS(=O)(=O)Cl (N-Methylsulfamoyl chloride), NC=1C(=CC=C2C=CC=NC12)C(=O)C1=CC=C(C=C1)C(F)(F)F ((8-amino-quinolin-7-yl)-(4-trifluoromethyl-phenyl)-methanone), NC=1C(=CC=C2C=CC=NC12)C(=O)C1=CC=C(C=C1)C(F)(F)F ((8-amino-quinolin-7-yl)-(4-trifluoromethyl-phenyl)-methanone), [BH4-].[Na+] (NaBH4). Run in N1=CC=CC=C1 (pyridine). Yields the product CN1C(C=2C=CC3=CC=CN=C3C2NS1(=O)=O)C1=CC=C(C=C1)C(F)(F)F (2-Methyl-1-(4-trifluoromethyl-phenyl)-1,4-dihydro-2H-3-thia-2,4,5-triaza-phenanthrene 3,3-dioxide). Isolated yield 66.5%. As a reaction SMILES: ClC1C(N)=C2C(C(OC)=CC=N2)=CC=1.[NH2:15][C:16]1[C:17]([C:26]([C:28]2[CH:33]=[CH:32][C:31]([C:34]([F:37])([F:36])[F:35])=[CH:30][CH:29]=2)=O)=[CH:18][CH:19]=[C:20]2[C:25]=1[N:24]=[CH:23][CH:22]=[CH:21]2.[CH3:38][NH:39][S:40](Cl)(=[O:42])=[O:41].[BH4-].[Na+]>N1C=CC=CC=1>[CH3:38][N:39]1[S:40](=[O:42])(=[O:41])[NH:15][C:16]2[C:25]3[C:20](=[CH:21][CH:22]=[CH:23][N:24]=3)[CH:19]=[CH:18][C:17]=2[CH:26]1[C:28]1[CH:33]=[CH:32][C:31]([C:34]([F:37])([F:36])[F:35])=[CH:30][CH:29]=1 |f:3.4|. Reported procedure: In a similar fashion using route 27 general procedure (Intermediate 70), (8-amino-quinolin-7-yl)-(4-trifluoromethyl-phenyl)-methanone (Intermediate 370) (40 mg, 0.13 mmol), N-methylsulamoyl chloride (Intermediate 213) (49 mg, 0.38 mmol) and NaBH4 (4.8 mg, 0.13 mmol) in pyridine (5 ml) gave the title compound (34 mg, 68%) after purification by preparative HPLC (acidic conditions 1).